Dataset: the Open Reaction Database (ORD), a public repository of structured organic reaction records. Task: describe an organic reaction: reactants, conditions, products, and yield Starting materials: C1=C(C=CC=2CCCCC12)C1=CN=CN1 (5-(5,6,7,8-tetrahydro-naphthalen-2-yl)-1H-imidazole), [H-].[Na+] (NaH), C[Si](C)(C)CCOCCl (SEMCl). The product is C1=C(C=CC=2CCCCC12)C1=CN=CN1COCC[Si](C)(C)C (5-(5,6,7,8-Tetrahydro-naphthalen-2-yl)-1-(2-trimethylsilanyl ethoxymethyl)-1H-imidazole). The yield is 50.1%. As a reaction SMILES: [CH:1]1[C:10]2[CH2:9][CH2:8][CH2:7][CH2:6][C:5]=2[CH:4]=[CH:3][C:2]=1[C:11]1[NH:15][CH:14]=[N:13][CH:12]=1.[H-].[Na+].[CH3:18][Si:19]([CH2:22][CH2:23][O:24][CH2:25]Cl)([CH3:21])[CH3:20]>>[CH:1]1[C:10]2[CH2:9][CH2:8][CH2:7][CH2:6][C:5]=2[CH:4]=[CH:3][C:2]=1[C:11]1[N:15]([CH2:25][O:24][CH2:23][CH2:22][Si:19]([CH3:21])([CH3:20])[CH3:18])[CH:14]=[N:13][CH:12]=1 |f:1.2|. Reported procedure: Reaction of 5-(5,6,7,8-tetrahydro-naphthalen-2-yl)-1H-imidazole (387 mg, 1.95 mmol), NaH (60%, 76 mg, 1.89 mmol), and SEMCl (474 uL, 2.28 mmol) followed by column chromatography on silica gel (hexane/EtOAC 3:2) gave the title compound (321 mg, 52%) as a brown oil. 1H NMR (300 MHz, CDCl3) δ 0.00 (s, 9H), 0.92 (t, 2H, J=9.0 Hz), 1.80–1.83 (m, 4H), 2.77–2.81 (m, 4H), 3.51 (t, 2H, J=9.0 Hz), 5.28 (s, 2H), 7.08 (d, 1H, J=9.0 Hz), 7.29 (s, 1H), 7.48 (d, 1H, J=6.0 Hz), 7.54 (s, 1H), 7.61 (s, 1H). The reactants are CCO, CCOC(=O)CNc1ccc(Cl)cc1, NN, O. Product: NNC(=O)CNc1ccc(Cl)cc1. As a reaction SMILES: [CH3:18][CH2:19][OH:20].[Cl:1][c:2]1[cH:3][cH:4][c:5]([NH:8][CH2:9][C:10]([O:12][CH2:11][CH3:13])=[O:14])[cH:6][cH:7]1.[NH2:16][NH2:17].[OH2:15]>>[Cl:1][c:2]1[cH:3][cH:4][c:5]([NH:8][CH2:9][C:10](=[O:12])[NH:16][NH2:17])[cH:6][cH:7]1. The reactants are O(C(=O)OC(C)(C)C)C(=O)OC(C)(C)C ((BOC)2O), O (Water), CCCC[N+](CCCC)(CCCC)CCCC.[F-] (TBAF), BrC1=CN(C=C1)[Si](C(C)C)(C(C)C)C(C)C (3-bromo-1-triisopropylsilanyl-1H-pyrrole). The reagents and catalysts are CN(C)C=1C=CN=CC1 (DMAP). The solvent is C1CCOC1 (THF). Reaction conditions: time 30 minute. The product is C(C)(C)(C)OC(=O)N1C=C(C=C1)Br (3-bromo-pyrrole-1-carboxylic acid tert-butyl ester). The yield is 24.2%. Reaction SMILES: CCCC[N+](CCCC)(CCCC)CCCC.[F-].[Br:19][C:20]1[CH:24]=[CH:23][N:22]([Si](C(C)C)(C(C)C)C(C)C)[CH:21]=1.[O:35](C(OC(C)(C)C)=O)[C:36]([O:38][C:39]([CH3:42])([CH3:41])[CH3:40])=O.O>C1COCC1.CN(C1C=CN=CC=1)C>[C:39]([O:38][C:36]([N:22]1[CH:23]=[CH:24][C:20]([Br:19])=[CH:21]1)=[O:35])([CH3:42])([CH3:41])[CH3:40] |f:0.1|. Reported procedure: A solution of TBAF (1.0 M in THF, 3.6 mL) was added to a solution of 3-bromo-1-triisopropylsilanyl-1H-pyrrole (1.0 g, 3.308 mmol) in THF (10 mL) and the mixture was stirred at room temperature for 30 minutes. (BOC)2O (0.866 g, 3.965 mmol) and DMAP (40 mg, 0.3308 mmol) were added to the reaction and the resulting mixture was stirred for 2 additional hours. Water was added, and the mixture was extracted with EtOAc. The combined organic extracts were washed with water and with brine; dried over Na2... Starting materials: OC=1C=CC2=C(NC(=N2)C(=O)O)C1 (6-hydroxy-1H-benzoimidazole-2-carboxylic acid), CC(C1=CC=CC=C1)C1CCNCC1 (4-(-methylbenzyl)piperidine), C(C)(C)OC(C)C (diisopropyl ether). Yields the product OC=1C=CC2=C(NC(=N2)C(=O)N2CCC(CC2)CC2=CC=C(C=C2)C)C1 ((6-Hydroxy-1H-benzoimidazol-2-yl)-[4-(4-methyl-benzyl) -piperidine-1-yl]-methanone). RXN SMILES: [OH:1][C:2]1[CH:3]=[CH:4][C:5]2[N:9]=[C:8]([C:10]([OH:12])=O)[NH:7][C:6]=2[CH:13]=1.C[CH:15]([CH:22]1[CH2:27][CH2:26][NH:25][CH2:24][CH2:23]1)[C:16]1[CH:21]=[CH:20][CH:19]=[CH:18][CH:17]=1.[CH:28](OC(C)C)(C)C>>[OH:1][C:2]1[CH:3]=[CH:4][C:5]2[N:9]=[C:8]([C:10]([N:25]3[CH2:24][CH2:23][CH:22]([CH2:15][C:16]4[CH:17]=[CH:18][C:19]([CH3:28])=[CH:20][CH:21]=4)[CH2:27][CH2:26]3)=[O:12])[NH:7][C:6]=2[CH:13]=1. Procedure details: The title compound is prepared from 6-hydroxy-1H-benzoimidazole-2-carboxylic acid [Example elözö d] and 4-(-methylbenzyl)piperidine [J. Org. Chem., 64, 3763 (1999)] according to the method described in Example 25. Mp.: 93° C. (diisopropyl ether). The reactants are C1CCOC1, Cc1c(N)sc2ccccc12, CCOC(C)=O, O=C(O)c1ccc(S(=O)(=O)Cl)cc1, Cl, c1ccncc1. The product is Cc1c(NS(=O)(=O)c2ccc(C(=O)O)cc2)sc2ccccc12. Reaction SMILES: [CH2:32]1[O:33][CH2:34][CH2:35][CH2:36]1.[CH3:2][c:3]1[c:4]2[c:5]([s:6][c:7]1[NH2:8])[cH:9][cH:10][cH:11][cH:12]2.[CH3:37][CH2:38][O:39][C:40]([CH3:41])=[O:42].[Cl:19][S:20](=[O:21])(=[O:22])[c:23]1[cH:24][cH:25][c:26]([C:27](=[O:28])[OH:29])[cH:30][cH:31]1.[ClH:1].[cH:13]1[cH:14][cH:15][n:16][cH:17][cH:18]1>>[CH3:2][c:3]1[c:4]2[c:5]([s:6][c:7]1[NH:8][S:20](=[O:21])(=[O:22])[c:23]1[cH:24][cH:25][c:26]([C:27](=[O:28])[OH:29])[cH:30][cH:31]1)[cH:9][cH:10][cH:11][cH:12]2. The reactants are CCOC(=O)N1CCC(C#N)CC1, CC(C)[N-]C(C)C, ClCCCI, [Li+], C1CCOC1. Yields the product CCOC(=O)N1CCC(C#N)(CCCCl)CC1. RXN SMILES: [C:1](#[N:2])[CH:3]1[CH2:4][CH2:5][N:6]([C:9](=[O:10])[O:11][CH2:12][CH3:13])[CH2:7][CH2:8]1.[CH:14]([N-:15][CH:16]([CH3:17])[CH3:18])([CH3:19])[CH3:20].[Cl:22][CH2:23][CH2:24][CH2:25][I:26].[Li+:21].[O:27]1[CH2:28][CH2:29][CH2:30][CH2:31]1>>[C:1](#[N:2])[C:3]1([CH2:25][CH2:24][CH2:23][Cl:22])[CH2:4][CH2:5][N:6]([C:9](=[O:10])[O:11][CH2:12][CH3:13])[CH2:7][CH2:8]1.